describe an organic reaction: reactants, conditions, products, and yield From a dataset of the Open Reaction Database (ORD), a public repository of structured organic reaction records. Reactants: O=Cc1c(F)cccc1Br, C1CCOC1, CC(C)[Mg+], [Cl-], [Cl-], [NH4+]. The product is CC(C)C(=O)c1c(F)cccc1Br. RXN SMILES: [Br:6][c:7]1[c:8]([CH:9]=[O:10])[c:11]([F:15])[cH:12][cH:13][cH:14]1.[CH2:18]1[O:19][CH2:20][CH2:21][CH2:22]1.[CH:2]([CH3:3])([CH3:4])[Mg+:5].[Cl-:16].[Cl-:1].[NH4+:17]>>[CH:2]([CH3:3])([CH3:4])[C:9]([c:8]1[c:7]([Br:6])[cH:14][cH:13][cH:12][c:11]1[F:15])=[O:10]. Starting materials: N#CC=C1CCN(c2ccc(N3CC(CN)OC3=O)cc2F)CC1, O=C([O-])[O-], C=CCBr, [K+], [K+], C1CCOC1. Yields the product C=CCNCC1CN(c2ccc(N3CCC(=CC#N)CC3)c(F)c2)C(=O)O1. As a reaction SMILES: [C:1](#[N:2])[CH:3]=[C:4]1[CH2:5][CH2:6][N:7]([c:10]2[c:11]([F:24])[cH:12][c:13]([N:16]3[C:17](=[O:23])[O:18][CH:19]([CH2:21][NH2:22])[CH2:20]3)[cH:14][cH:15]2)[CH2:8][CH2:9]1.[C:29](=[O:30])([O-:31])[O-:32].[CH2:25]([CH:26]=[CH2:27])[Br:28].[K+:33].[K+:34].[O:35]1[CH2:36][CH2:37][CH2:38][CH2:39]1>>[C:1](#[N:2])[CH:3]=[C:4]1[CH2:5][CH2:6][N:7]([c:10]2[c:11]([F:24])[cH:12][c:13]([N:16]3[C:17](=[O:23])[O:18][CH:19]([CH2:21][NH:22][CH2:27][CH:26]=[CH2:25])[CH2:20]3)[cH:14][cH:15]2)[CH2:8][CH2:9]1. Reported procedure: 1,1'-Carbonyldiimidazole (236 mg) was added to a stirred solution of 3,4-dichlorophenylacetic acid (314 mg) in dry dichloromethane (6 ml) at room temperature under nitrogen. The resulting solution was stirred at room temperature for 1 h and added dropwise to a cooled solution of 4-(phenylmethyl)-2-piperazinemethanol (300 mg) in dry dichloromethane (3 ml) and stirred at room temperature for 19 h. The reaction mixture was diluted with dichloromethane (5 ml) and washed with 2N sodium carbonate solu... Solvent: ClCCl (dichloromethane), ClCCl (dichloromethane), ClCCl (dichloromethane). Yield: 35.0%. Conditions: time 1 hour. As a reaction SMILES: C(N1C=CN=C1)(N1C=CN=C1)=O.[Cl:13][C:14]1[CH:15]=[C:16]([CH2:21][C:22]([OH:24])=O)[CH:17]=[CH:18][C:19]=1[Cl:20].[C:25]1([CH2:31][N:32]2[CH2:37][CH2:36][NH:35][CH:34]([CH2:38][OH:39])[CH2:33]2)[CH:30]=[CH:29][CH:28]=[CH:27][CH:26]=1>ClCCl>[Cl:13][C:14]1[CH:15]=[C:16]([CH2:21][C:22]([N:35]2[CH2:36][CH2:37][N:32]([CH2:31][C:25]3[CH:30]=[CH:29][CH:28]=[CH:27][CH:26]=3)[CH2:33][CH:34]2[CH2:38][OH:39])=[O:24])[CH:17]=[CH:18][C:19]=1[Cl:20]. The product is ClC=1C=C(C=CC1Cl)CC(=O)N1C(CN(CC1)CC1=CC=CC=C1)CO (1-[(3,4-Dichlorophenyl)acetyl]-4-(phenylmethyl)-2-piperazinemethanol). Reactants: C(=O)(N1C=NC=C1)N1C=NC=C1 (1,1'-Carbonyldiimidazole), ClC=1C=C(C=CC1Cl)CC(=O)O (3,4-dichlorophenylacetic acid), C1(=CC=CC=C1)CN1CC(NCC1)CO (4-(phenylmethyl)-2-piperazinemethanol). Starting materials: ClCCl, CC(C)[Si](OC1CCC(c2cccc(F)c2F)Cc2cccnc21)(C(C)C)C(C)C, O=C(OO)c1cccc(Cl)c1. Yields the product CC(C)[Si](OC1CCC(c2cccc(F)c2F)Cc2ccc[n+]([O-])c21)(C(C)C)C(C)C. RXN SMILES: [Cl:42][CH2:43][Cl:44].[F:12][c:13]1[c:14]([CH:20]2[CH2:21][c:22]3[c:23]([n:24][cH:25][cH:26][cH:27]3)[CH:28]([O:31][Si:32]([CH:33]([CH3:34])[CH3:35])([CH:36]([CH3:37])[CH3:38])[CH:39]([CH3:40])[CH3:41])[CH2:29][CH2:30]2)[cH:15][cH:16][cH:17][c:18]1[F:19].[OH:1][O:2][C:3]([c:4]1[cH:5][c:6]([Cl:7])[cH:8][cH:9][cH:10]1)=[O:11]>>[O-:1][n+:24]1[c:23]2[c:22]([cH:27][cH:26][cH:25]1)[CH2:21][CH:20]([c:14]1[c:13]([F:12])[c:18]([F:19])[cH:17][cH:16][cH:15]1)[CH2:30][CH2:29][CH:28]2[O:31][Si:32]([CH:33]([CH3:34])[CH3:35])([CH:36]([CH3:37])[CH3:38])[CH:39]([CH3:40])[CH3:41]. Starting materials: Cl (HCl), O1CCOCC1 (dioxane), C(C(C)C)OC(C)ONC(=O)C=1C=NC(=NC1)N1CC2C(C2C1)CNCC1=CC2=CC=CC=C2C=C1 (N-(1-Isobutoxyethoxy) 2-(6-{[(naphthalen-2-ylmethyl)amino]methyl}-3-azabicyclo[3.1.0]hex-3-yl)pyrimidine-5-carboxamide). Run in C(Cl)Cl (DCM). Reaction conditions: time 10 minute. Product: ONC(=O)C=1C=NC(=NC1)N1CC2C(C2C1)CNCC1=CC2=CC=CC=C2C=C1 (N-Hydroxy 2-{6-[(naphthalen-2-ylmethylamino)methyl]-3-azabicyclo[3.1.0]hex-3-yl}-pyrimidine-5-carboxamide). Isolated yield 45.6%. As a reaction SMILES: C(OC([O:8][NH:9][C:10]([C:12]1[CH:13]=[N:14][C:15]([N:18]2[CH2:23][CH:22]3[CH:20]([CH:21]3[CH2:24][NH:25][CH2:26][C:27]3[CH:36]=[CH:35][C:34]4[C:29](=[CH:30][CH:31]=[CH:32][CH:33]=4)[CH:28]=3)[CH2:19]2)=[N:16][CH:17]=1)=[O:11])C)C(C)C.Cl.O1CCOCC1>C(Cl)Cl>[OH:8][NH:9][C:10]([C:12]1[CH:13]=[N:14][C:15]([N:18]2[CH2:23][CH:22]3[CH:20]([CH:21]3[CH2:24][NH:25][CH2:26][C:27]3[CH:36]=[CH:35][C:34]4[C:29](=[CH:30][CH:31]=[CH:32][CH:33]=4)[CH:28]=3)[CH2:19]2)=[N:16][CH:17]=1)=[O:11]. Procedure details: N-(1-Isobutoxyethoxy) 2-(6-{[(naphthalen-2-ylmethyl)amino]methyl}-3-azabicyclo[3.1.0]hex-3-yl)pyrimidine-5-carboxamide (43 mg, 0.09 mmol) was stirred in DCM (2 ml) at r.t. under N2 and 4M HCl in dioxane (45 μl, 0.18 mmol) was added. This immediately caused a solid to precipitate. The reaction was allowed to stir for 10 min and then the solvent was removed in vacuo to give the title compound as a white solid (16 mg, 50%). LCMS purity 98%, m/z 390 [M+H]+, 1H NMR (300 MHz, d6-DMSO) δ: 1.91 (2H, m),...